Dataset: the Open Reaction Database (ORD), a public repository of structured organic reaction records. Task: describe an organic reaction: reactants, conditions, products, and yield As a reaction SMILES: [CH2:24]([CH3:25])[O:26][c:27]1[c:28]([B:39]([OH:40])[OH:41])[cH:29][c:30]([CH:36]([CH3:37])[CH3:38])[cH:31][c:32]1[CH:33]([CH3:34])[CH3:35].[CH3:1][O:2][C:3]([CH:4]=[C:5]([CH3:6])[c:7]1[cH:8][cH:9][c:10]2[n:11]([cH:12]1)[c:13]([I:16])[cH:14][n:15]2)=[O:17].[CH3:42][c:43]1[cH:44][cH:45][cH:46][cH:47][cH:48]1.[Na+:18].[Na+:19].[O-:20][C:21](=[O:22])[O-:23].[cH:49]1[cH:50][cH:51][c:52]([P:53]([Pd:54]([P:55]([c:56]2[cH:57][cH:58][cH:59][cH:60][cH:61]2)([c:62]2[cH:63][cH:64][cH:65][cH:66][cH:67]2)[c:68]2[cH:69][cH:70][cH:71][cH:72][cH:73]2)([P:74]([c:75]2[cH:76][cH:77][cH:78][cH:79][cH:80]2)([c:81]2[cH:82][cH:83][cH:84][cH:85][cH:86]2)[c:87]2[cH:88][cH:89][cH:90][cH:91][cH:92]2)[P:93]([c:94]2[cH:95][cH:96][cH:97][cH:98][cH:99]2)([c:100]2[cH:101][cH:102][cH:103][cH:104][cH:105]2)[c:106]2[cH:107][cH:108][cH:109][cH:110][cH:111]2)([c:112]2[cH:113][cH:114][cH:115][cH:116][cH:117]2)[c:118]2[cH:119][cH:120][cH:121][cH:122][cH:123]2)[cH:124][cH:125]1>>[CH3:1][O:2][C:3]([CH:4]=[C:5]([CH3:6])[c:7]1[cH:8][cH:9][c:10]2[n:11]([cH:12]1)[c:13](-[c:28]1[c:27]([O:26][CH2:24][CH3:25])[c:32]([CH:33]([CH3:34])[CH3:35])[cH:31][c:30]([CH:36]([CH3:37])[CH3:38])[cH:29]1)[cH:14][n:15]2)=[O:17]. Yields the product CCOc1c(-c2cnc3ccc(C(C)=CC(=O)OC)cn23)cc(C(C)C)cc1C(C)C. Starting materials: CCOc1c(B(O)O)cc(C(C)C)cc1C(C)C, COC(=O)C=C(C)c1ccc2ncc(I)n2c1, Cc1ccccc1, [Na+], [Na+], O=C([O-])[O-], c1ccc(P(c2ccccc2)(c2ccccc2)[Pd](P(c2ccccc2)(c2ccccc2)c2ccccc2)(P(c2ccccc2)(c2ccccc2)c2ccccc2)P(c2ccccc2)(c2ccccc2)c2ccccc2)cc1.